describe an organic reaction: reactants, conditions, products, and yield From a dataset of the Open Reaction Database (ORD), a public repository of structured organic reaction records. Reactants: N1=CC=CC=C1.F (hydrogen fluoride-pyridine), COC(CCCCCSC1=C(C[C@H]([C@@H]1\C=C\[C@H](CCCCC)O[Si](C)(C)C(C)(C)C)O[Si](C)(C)C(C)(C)C)OC(C1=CC=CC=C1)=O)=O (methyl(11R,12S,13E,15S)-9-benzoyloxy-11,15-bis(tert-butyldimethylsiloxy)-7-thiaprosta-8,13-dienoate). Yields the product C(C1=CC=CC=C1)(=O)OC1=C(SCCCCCC(=O)OC)[C@H]([C@@H](C1)O)\C=C\[C@H](CCCCC)O (methyl(11R,13E,15S)-9-benzoyloxy-11,15-dihydroxy-7-thiaprosta-8,13-dienoate). Isolated yield 88.3%. Reaction SMILES: N1C=CC=CC=1.F.[CH3:8][O:9][C:10](=[O:55])[CH2:11][CH2:12][CH2:13][CH2:14][CH2:15][S:16][C:17]1[C@@H:21](/[CH:22]=[CH:23]/[C@@H:24]([O:30][Si](C(C)(C)C)(C)C)[CH2:25][CH2:26][CH2:27][CH2:28][CH3:29])[C@H:20]([O:38][Si](C(C)(C)C)(C)C)[CH2:19][C:18]=1[O:46][C:47](=[O:54])[C:48]1[CH:53]=[CH:52][CH:51]=[CH:50][CH:49]=1>>[C:47]([O:46][C:18]1[CH2:19][C@@H:20]([OH:38])[C@H:21](/[CH:22]=[CH:23]/[C@@H:24]([OH:30])[CH2:25][CH2:26][CH2:27][CH2:28][CH3:29])[C:17]=1[S:16][CH2:15][CH2:14][CH2:13][CH2:12][CH2:11][C:10]([O:9][CH3:8])=[O:55])(=[O:54])[C:48]1[CH:53]=[CH:52][CH:51]=[CH:50][CH:49]=1 |f:0.1|. Procedure: Using as the material and reagent a hydrogen fluoride-pyridine solution (0.3 ml) and methyl(11R,12S,13E,15S)-9-benzoyloxy-11,15-bis(tert-butyldimethylsiloxy)-7-thiaprosta-8,13-dienoate (239 mg), the same procedure as in Example 2 was performed to obtain methyl(11R,13E,15S)-9-benzoyloxy-11,15-dihydroxy-7-thiaprosta-8,13-dienoate (144 mg, 86%). Reactants: C(F)(C(F)(F)F)(C(F)(F)F)OC(F)(F)C(F)(F)I ((CF3)2CFOCF2CF2I). The reagents and catalysts are Cl[Hg]Cl (HgCl2). Run in C(C)(C)O (isopropanol), C(C)(C)O (isopropanol). Reaction conditions: temperature 55 celsius, time 1 hour. The product is C(F)(C(F)(F)F)(C(F)(F)F)OC(F)(F)C(F)F ((CF3)2CFOCF2CHF2). The yield is 79.8%. RXN SMILES: [C:1]([O:11][C:12]([C:15](I)([F:17])[F:16])([F:14])[F:13])([C:7]([F:10])([F:9])[F:8])([C:3]([F:6])([F:5])[F:4])[F:2]>C(O)(C)C.Cl[Hg]Cl>[C:1]([O:11][C:12]([CH:15]([F:17])[F:16])([F:13])[F:14])([C:7]([F:8])([F:10])[F:9])([C:3]([F:6])([F:5])[F:4])[F:2]. Procedure details: A solution of (CF3)2CFOCF2CF2I (21.3 g) in isopropanol (8 mL) was added dropwise to a suspension of Al chips (1 g) and HgCl2 (0.4 g) in isopropanol (30 mL). After the exothermic reaction was completed, the reaction mixture was stirred for 1 hour at 55° C. The reaction mixture was then distilled and a fraction with a b.p. of less then 80° C. was collected. This fraction was washed with an aqueous HCl solution and then distilled over conc. H2SO4 to give (CF3)2CFOCF2CHF2 (11.8 g, 80% yield), b.p. 4... Starting materials: CC1(CC(CC2=CC=C(C=C12)C#C[Si](C)(C)C)=O)C (4,4-dimethyl-6-trimethylsilanylethynyl-1,2,3,4-tetrahydro-naphthalene 2-one), CI (methyl iodide), crude product, C(C)(C)N (isopropyl amine), C([O-])([O-])=O.[K+].[K+] (potassium carbonate). Reagents/catalysts: C(#N)[BH3-].[Na+] (sodium cyanoborohydride), CC1(CC(CC2=CC=C(C=C12)C#C[Si](C)(C)C)=O)C (4,4-dimethyl-6-trimethylsilanylethynyl-1,2,3,4-tetrahydro-naphthalene 2-one). The solvent is CC(=O)C (acetone), C(C)#N (acetonitrile), ClCCl (dichloromethane), C(C)(=O)O (acetic acid), C(C)(=O)OCC (ethyl acetate), CCCCCC (hexane). The product is C(C)(C)N(C1CCC(C2=CC(=CC=C12)C#C[Si](C)(C)C)(C)C)C (1-(Iso-propyl-methyl-amino)-6-trimethylsilanylethynyl-4,4-dimethyl-1,2,3,4-tetrahydro-naphthalene). Yield: 95.0%. As a reaction SMILES: [CH3:1][C:2]1([CH3:19])[C:11]2[C:6](=[CH:7][CH:8]=[C:9]([C:12]#[C:13][Si:14]([CH3:17])([CH3:16])[CH3:15])[CH:10]=2)[CH2:5][C:4](=O)[CH2:3]1.[CH:20]([NH2:23])([CH3:22])[CH3:21].[C:24](=O)([O-])[O-].[K+].[K+].CI>CCCCCC.CC1(C)C2C(=CC=C(C#C[Si](C)(C)C)C=2)CC(=O)C1.C([BH3-])#N.[Na+].C(OCC)(=O)C.CC(C)=O.C(O)(=O)C.C(#N)C.ClCCl>[CH:20]([N:23]([CH3:24])[CH:5]1[C:6]2[C:11](=[CH:10][C:9]([C:12]#[C:13][Si:14]([CH3:17])([CH3:16])[CH3:15])=[CH:8][CH:7]=2)[C:2]([CH3:19])([CH3:1])[CH2:3][CH2:4]1)([CH3:22])[CH3:21] |f:2.3.4,8.9|. Procedure details: Following general procedure G and using a solution of 4,4-dimethyl-6-trimethylsilanylethynyl-1,2,3,4-tetrahydro-naphthalene 2-one (Intermediate 12, 0.2 g, 0.78 mmol), dichloromethane (4 mL), acetonitrile (2 mL), acetic acid (1 mL), isopropyl amine (1 mL, 11.74 mmol) and sodium cyanoborohydride (0.19 g, 3.02 mmol), after 15days of reaction time and work up afforded an intermediate (0. 14 g, 60%, 0.47 mmol) which was used following general procedure H along; with acetone (2 mL), potassium carbonat... The reactants are COc1cc(N2CCN(C(=O)Cn3nc(C(F)(F)F)c(Cl)c3C)CC2)c(C=O)cc1Cl, NO. Yields the product COc1cc(N2CCN(C(=O)Cn3nc(C(F)(F)F)c(Cl)c3C)CC2)c(C=NO)cc1Cl. Reaction SMILES: [Cl:1][c:2]1[c:3]([O:30][CH3:31])[cH:4][c:5]([N:10]2[CH2:11][CH2:12][N:13]([C:16]([CH2:17][n:18]3[n:19][c:20]([C:25]([F:26])([F:27])[F:28])[c:21]([Cl:24])[c:22]3[CH3:23])=[O:29])[CH2:14][CH2:15]2)[c:6]([CH:7]=[O:8])[cH:9]1.[NH2:32][OH:33]>>[Cl:1][c:2]1[c:3]([O:30][CH3:31])[cH:4][c:5]([N:10]2[CH2:11][CH2:12][N:13]([C:16]([CH2:17][n:18]3[n:19][c:20]([C:25]([F:26])([F:27])[F:28])[c:21]([Cl:24])[c:22]3[CH3:23])=[O:29])[CH2:14][CH2:15]2)[c:6]([CH:7]=[N:32][OH:33])[cH:9]1. Reactants: Polyphosphoric acid, ClC=1C=CC(=C(C1)CC(=O)O)OC1=CC=CC=C1 ((5-chloro-2-phenoxyphenyl)acetic acid). Solvent: O (water). Reaction conditions: temperature 120 celsius. The product is ClC1=CC2=C(OC3=C(C(C2)=O)C=CC=C3)C=C1 (2-chlorodibenzo[b,f]oxepin-10(11H)-one). The yield is 73.9%. Reaction SMILES: [Cl:1][C:2]1[CH:3]=[CH:4][C:5]([O:12][C:13]2[CH:18]=[CH:17][CH:16]=[CH:15][CH:14]=2)=[C:6]([CH2:8][C:9]([OH:11])=O)[CH:7]=1>O>[Cl:1][C:2]1[CH:3]=[CH:4][C:5]2[O:12][C:13]3[CH:18]=[CH:17][CH:16]=[CH:15][C:14]=3[C:9](=[O:11])[CH2:8][C:6]=2[CH:7]=1. Reported procedure: Polyphosphoric acid, 500 grams, is heated to 120° C. and 30.5 grams of (5-chloro-2-phenoxyphenyl)acetic acid, prepared in accordance with the procedure of Example 2, is slowly added under an atmosphere of nitrogen with stirring. The reaction mixture is maintained at 120° C. for a period of about two hours, poured over a mixture of ice and water, and extracted into ethyl ether. The combined ether extracts are washed with water until the water washings appear neutral, extracted with a 2 N solution... The reactants are CCOC(C)=O, OCc1ccc(CCc2ccco2)cc1. Yields the product O=Cc1ccc(CCc2ccco2)cc1. Reaction SMILES: [CH3:16][CH2:17][O:18][C:19](=[O:20])[CH3:21].[o:1]1[c:2]([CH2:6][CH2:7][c:8]2[cH:9][cH:10][c:11]([CH2:14][OH:15])[cH:12][cH:13]2)[cH:3][cH:4][cH:5]1>>[o:1]1[c:2]([CH2:6][CH2:7][c:8]2[cH:9][cH:10][c:11]([CH:14]=[O:15])[cH:12][cH:13]2)[cH:3][cH:4][cH:5]1. The reactants are O1CCOC12CCNCC2 (1,4-Dioxa-8-azaspiro[4.5]decane), Br.BrC1=CC=NC=C1 (4-bromopyridine HBr), CCN(C(C)C)C(C)C (DIPEA). Solvent: C(CCC)O (n-butanol). Yields the product N1=CC=C(C=C1)N1CCC2(OCCO2)CC1 (8-(Pyridin-4-yl)-1,4-dioxa-8-azaspiro[4.5]decane). Isolated yield 58.0%. Reaction SMILES: [O:1]1[C:5]2([CH2:10][CH2:9][NH:8][CH2:7][CH2:6]2)[O:4][CH2:3][CH2:2]1.Br.Br[C:13]1[CH:18]=[CH:17][N:16]=[CH:15][CH:14]=1.CCN(C(C)C)C(C)C>C(O)CCC>[N:16]1[CH:17]=[CH:18][C:13]([N:8]2[CH2:9][CH2:10][C:5]3([O:4][CH2:3][CH2:2][O:1]3)[CH2:6][CH2:7]2)=[CH:14][CH:15]=1 |f:1.2|. Procedure details: 1,4-Dioxa-8-azaspiro[4.5]decane (10.0 g, 69.9 mmol, 1 eq) and 4-bromopyridine HBr (16.2 g, 83.7 mmol, 1.2 eq) were dissolved in n-butanol (120 ml) and DIPEA (23 ml, 139.8 mmol, 2.0 eq) and refluxed for 14 h. After monitoring by thin-layer chromatography, the reaction solution was concentrated under reduced pressure. After purification by column chromatography (silica gel, 3% MeOH in dichloromethane), the desired product was obtained in the form of a white solid. Yield: 58% (9.0 g, 40.9 mmol). Reactants: CO, Cc1cnc(C(=O)O)cn1, O. Yields the product Cc1cnc(C=O)cn1. As a reaction SMILES: [CH3:12][OH:13].[CH3:1][c:2]1[n:3][cH:4][c:5]([C:8](=[O:9])[OH:10])[n:6][cH:7]1.[OH2:11]>>[CH3:1][c:2]1[n:3][cH:4][c:5]([CH:8]=[O:9])[n:6][cH:7]1.